From a dataset of the Open Reaction Database (ORD), a public repository of structured organic reaction records. describe an organic reaction: reactants, conditions, products, and yield Reactants: C(C)OC(CC1=CC2=CC=C(C=C2C=C1)C)=O ((6-methylnaphthalen-2-yl)acetic acid ethyl ester), C(C)OC(CC1=CC2=CC=C(C=C2C=C1)C)=O ((6-methylnaphthalen-2-yl)acetic acid ethyl ester), C1CC(=O)N(C1=O)Br (NBS), N(=NC(C#N)(C)C)C(C#N)(C)C (azobisisobutyronitrile). Run in C(Cl)(Cl)(Cl)Cl (CCl4). Conditions: temperature 82 celsius. Yields the product C(C)OC(CC1=CC2=CC=C(C=C2C=C1)CBr)=O ((6-bromomethylnaphthalen-2-yl)acetic acid ethyl ester). As a reaction SMILES: [CH2:1]([O:3][C:4](=[O:17])[CH2:5][C:6]1[CH:15]=[CH:14][C:13]2[C:8](=[CH:9][CH:10]=[C:11]([CH3:16])[CH:12]=2)[CH:7]=1)[CH3:2].C1C(=O)N([Br:25])C(=O)C1.N(C(C)(C)C#N)=NC(C)(C)C#N>C(Cl)(Cl)(Cl)Cl>[CH2:1]([O:3][C:4](=[O:17])[CH2:5][C:6]1[CH:15]=[CH:14][C:13]2[C:8](=[CH:9][CH:10]=[C:11]([CH2:16][Br:25])[CH:12]=2)[CH:7]=1)[CH3:2]. Procedure details: To a solution of the product of Step 1, above (50) (3.07 mmol), in 6 ml of CCl4 was added NBS (3.07 mmol) and azobisisobutyronitrile (0.09 mmol) and the mixture was heated to 82° C. for 2 hours. The reaction was cooled to ambient temperature and filtered through celite, washing the cake thoroughly with CCl4. The organics were then concentrated to dryness to obtain the title compound (51). Starting materials: C1CCOC1, COC(=O)c1ccc2c(c1)OCCc1sc(-c3nncn3C(C)C)nc1-2, Cl, [Li+], [OH-], O. Yields the product CC(C)n1cnnc1-c1nc2c(s1)CCOc1cc(C(=O)O)ccc1-2. Reaction SMILES: [CH2:30]1[O:31][CH2:32][CH2:33][CH2:34]1.[CH3:1][O:2][C:3](=[O:4])[c:5]1[cH:6][c:7]2[c:8]([cH:25][cH:26]1)-[c:9]1[n:10][c:11](-[c:17]3[n:18][n:19][cH:20][n:21]3[CH:22]([CH3:23])[CH3:24])[s:12][c:13]1[CH2:14][CH2:15][O:16]2.[ClH:29].[Li+:27].[OH-:28].[OH2:35]>>[O:2]=[C:3]([OH:4])[c:5]1[cH:6][c:7]2[c:8]([cH:25][cH:26]1)-[c:9]1[n:10][c:11](-[c:17]3[n:18][n:19][cH:20][n:21]3[CH:22]([CH3:23])[CH3:24])[s:12][c:13]1[CH2:14][CH2:15][O:16]2. Reactants: BrBr, CC(=O)O, CCCc1c(C)ncnc1Cl. Yields the product CCCc1c(Cl)ncnc1CBr. As a reaction SMILES: [Br:1][Br:2].[C:14]([OH:15])(=[O:16])[CH3:17].[Cl:3][c:4]1[n:5][cH:6][n:7][c:8]([CH3:13])[c:9]1[CH2:10][CH2:11][CH3:12]>>[Br:1][CH2:13][c:8]1[n:7][cH:6][n:5][c:4]([Cl:3])[c:9]1[CH2:10][CH2:11][CH3:12]. Starting materials: CCCC(=O)C1C(=O)CC(CCC2SCCS2)C(C(=O)OC)C1=O, C=CCO[NH3+], CCO, CC(=O)[O-], [Cl-], [Na+]. The product is C=CCONC(CCC)=C1C(=O)CC(CCC2SCCS2)C(C(=O)OC)C1=O. As a reaction SMILES: [C:1]([CH2:2][CH2:3][CH3:4])(=[O:5])[CH:6]1[C:7](=[O:24])[CH2:8][CH:9]([CH2:17][CH2:18][CH:19]2[S:20][CH2:21][CH2:22][S:23]2)[CH:10]([C:13](=[O:14])[O:15][CH3:16])[C:11]1=[O:12].[CH2:26]([CH:27]=[CH2:28])[O:29][NH3+:30].[CH3:31][CH2:32][OH:33].[CH3:35][C:36](=[O:37])[O-:38].[Cl-:25].[Na+:34]>>[C:1]([CH2:2][CH2:3][CH3:4])(=[C:6]1[C:7](=[O:24])[CH2:8][CH:9]([CH2:17][CH2:18][CH:19]2[S:20][CH2:21][CH2:22][S:23]2)[CH:10]([C:13](=[O:14])[O:15][CH3:16])[C:11]1=[O:12])[NH:30][O:29][CH2:26][CH:27]=[CH2:28]. Starting materials: CC(C)(C)OC(NC(C(NC1CN(CC1)CC1=CC=CC=C1)=O)C)=O ([1-methyl-2-oxo-2-[(1-(phenylmethyl)-3-pyrrolidinyl)amino]ethyl]-carbamic acid 1,1-dimethylethyl ester), [H][H] (hydrogen). Reagents/catalysts: [Pd] (palladium on carbon). The solvent is CO (methanol). Yields the product CC(C)(C)OC(NC(C(NC1CNCC1)=O)C)=O ([1-Methyl-2-oxo-2-[(3-pyrrolidinyl)amino]ethyl]-carbamic acid 1,1-dimethylethyl ester). The yield is 97.2%. Reaction SMILES: [CH3:1][C:2]([O:5][C:6](=[O:25])[NH:7][CH:8]([CH3:24])[C:9](=[O:23])[NH:10][CH:11]1[CH2:15][CH2:14][N:13](CC2C=CC=CC=2)[CH2:12]1)([CH3:4])[CH3:3].[H][H]>CO.[Pd]>[CH3:4][C:2]([O:5][C:6](=[O:25])[NH:7][CH:8]([CH3:24])[C:9](=[O:23])[NH:10][CH:11]1[CH2:15][CH2:14][NH:13][CH2:12]1)([CH3:1])[CH3:3]. Procedure details: A solution of 6.9 g (20 mmol) of [1-methyl-2-oxo-2-[(1-(phenylmethyl)-3-pyrrolidinyl)amino]ethyl]-carbamic acid 1,1-dimethylethyl ester in 100 ml of methanol was treated with 1.0 g of 20% palladium on carbon and shaken in a hydrogen atmosphere at pressures of 33.6 to 52.7 psi and temperatures of 23.5°-27.0 for 18 hours. The catalyst was removed by filtration and the solvent evaporated to give 5.0 g of the title compound as a viscous liquid. The reactants are COC(=O)C(C)Br, O=C([O-])[O-], CN(C)C=O, Cn1c(C(F)(F)F)cc(=O)n(-c2cc(Oc3cccc(=O)[nH]3)c(Cl)cc2F)c1=O, [K+], [K+], O. Product: COC(=O)C(C)Oc1cccc(Oc2cc(-n3c(=O)cc(C(F)(F)F)n(C)c3=O)c(F)cc2Cl)n1. Reaction SMILES: [Br:30][CH:31]([C:32](=[O:33])[O:34][CH3:35])[CH3:36].[C:42](=[O:43])([O-:44])[O-:45].[CH3:37][N:38]([CH3:39])[CH:40]=[O:41].[Cl:1][c:2]1[c:3]([O:4][c:5]2[cH:6][cH:7][cH:8][c:9](=[O:11])[nH:10]2)[cH:12][c:13](-[n:17]2[c:18](=[O:29])[n:19]([CH3:28])[c:20]([C:24]([F:25])([F:26])[F:27])[cH:21][c:22]2=[O:23])[c:14]([F:16])[cH:15]1.[K+:46].[K+:47].[OH2:48]>>[Cl:1][c:2]1[c:3]([O:4][c:5]2[cH:6][cH:7][cH:8][c:9]([O:11][CH:31]([C:32](=[O:33])[O:34][CH3:35])[CH3:36])[n:10]2)[cH:12][c:13](-[n:17]2[c:18](=[O:29])[n:19]([CH3:28])[c:20]([C:24]([F:25])([F:26])[F:27])[cH:21][c:22]2=[O:23])[c:14]([F:16])[cH:15]1. The reactants are C(=O)(OC(C)(C)C)OC(=O)[O-] (t-Butyl dicarbonate), O1CCCC1 (tetrahydrofuran), NC1=CC=C(C=C1)C(=O)C1CNCCC1 ((4-aminophenyl)(3-piperidinyl)methanone). Run in C(C)(=O)OCC (Ethyl acetate). Conditions: time 1.5 hour. Yields the product NC1=CC=C(C(=O)C2CN(CCC2)C(=O)OC(C)(C)C)C=C1 (tert-Butyl 3-(4-aminobenzoyl)-1-piperidinecarboxylate). Isolated yield 111.4%. Reaction SMILES: [C:1]([O:8]C([O-])=O)([O:3][C:4]([CH3:7])([CH3:6])[CH3:5])=O.O1CCCC1.[NH2:17][C:18]1[CH:23]=[CH:22][C:21]([C:24]([CH:26]2[CH2:31][CH2:30][CH2:29][NH:28][CH2:27]2)=[O:25])=[CH:20][CH:19]=1>C(OCC)(=O)C>[NH2:17][C:18]1[CH:19]=[CH:20][C:21]([C:24]([CH:26]2[CH2:31][CH2:30][CH2:29][N:28]([C:1]([O:3][C:4]([CH3:5])([CH3:6])[CH3:7])=[O:8])[CH2:27]2)=[O:25])=[CH:22][CH:23]=1. Procedure details: t-Butyl dicarbonate (0.562 ml, 2.45 mmol) was added to a tetrahydrofuran solution (12 ml) of (4-aminophenyl)(3-piperidinyl)methanone (500 mg, 2.45 mmol) obtained in 1) under ice-cooling, which was stirred for 1.5 hours. Ethyl acetate was added to the reaction mixture, which was washed with saturated sodium hydrogencarbonate solution and saturated aqueous sodium chloride solution, dried over anhydrous sodium sulfate, and then the solvent was distilled out under reduced pressure. The resulting oil...